This data is from the Open Reaction Database (ORD), a public repository of structured organic reaction records. The task is: describe an organic reaction: reactants, conditions, products, and yield Starting materials: FC=1C=C(C=C(C1F)F)O (3,4,5-trifluorophenol), C1(=CC=CC=C1)[Si]1(CCC(CC1)C1=CC=C(C(=O)O)C=C1)CCCCC (4-(4-phenyl-4-n-pentyl-4-silacyclohexyl)benzoic acid). Product: C(CCCC)[Si@@H]1CC[C@H](CC1)C1=CC=C(C(=O)OC2=CC(=C(C(=C2)F)F)F)C=C1 ((3,4,5-trifluorophenyl) trans-4-(4-n-pentyl-4-silacyclohexyl)benzoate). As a reaction SMILES: [F:1][C:2]1[CH:3]=[C:4]([OH:10])[CH:5]=[C:6]([F:9])[C:7]=1[F:8].[C:11]1([Si:17]2(CCCCC)[CH2:22][CH2:21][CH:20]([C:23]3[CH:31]=[CH:30][C:26]([C:27](O)=[O:28])=[CH:25][CH:24]=3)[CH2:19][CH2:18]2)C=[CH:15][CH:14]=[CH:13][CH:12]=1>>[CH2:11]([Si@H:17]1[CH2:18][CH2:19][C@H:20]([C:23]2[CH:31]=[CH:30][C:26]([C:27]([O:10][C:4]3[CH:3]=[C:2]([F:1])[C:7]([F:8])=[C:6]([F:9])[CH:5]=3)=[O:28])=[CH:25][CH:24]=2)[CH2:21][CH2:22]1)[CH2:12][CH2:13][CH2:14][CH3:15]. Procedure details: The general procedure of Example 3 was repeated using 3,4,5-trifluorophenol and 4-(4-phenyl-4-n-pentyl-4-silacyclohexyl)benzoic acid, thereby obtaining the intended product. Starting materials: CCN=C=NCCCN(C)C, ClCCl, Cl, Cl, CC(c1cccc(C(F)(F)F)c1)N1CCNCC1, O=C(O)CN1CCC(c2ccccc2)(c2ccccc2)C1=O. Yields the product CC(c1cccc(C(F)(F)F)c1)N1CCN(C(=O)CN2CCC(c3ccccc3)(c3ccccc3)C2=O)CC1. As a reaction SMILES: [CH2:1]([N:2]=[C:3]=[N:4][CH2:5][CH2:6][CH2:7][N:8]([CH3:9])[CH3:10])[CH3:11].[Cl:54][CH2:55][Cl:56].[ClH:34].[ClH:35].[F:36][C:37]([c:38]1[cH:39][c:40]([CH:44]([CH3:45])[N:46]2[CH2:47][CH2:48][NH:49][CH2:50][CH2:51]2)[cH:41][cH:42][cH:43]1)([F:52])[F:53].[O:12]=[C:13]1[N:14]([CH2:30][C:31](=[O:32])[OH:33])[CH2:15][CH2:16][C:17]1([c:18]1[cH:19][cH:20][cH:21][cH:22][cH:23]1)[c:24]1[cH:25][cH:26][cH:27][cH:28][cH:29]1>>[O:12]=[C:13]1[N:14]([CH2:30][C:31](=[O:33])[N:49]2[CH2:48][CH2:47][N:46]([CH:44]([c:40]3[cH:39][c:38]([C:37]([F:36])([F:52])[F:53])[cH:43][cH:42][cH:41]3)[CH3:45])[CH2:51][CH2:50]2)[CH2:15][CH2:16][C:17]1([c:18]1[cH:19][cH:20][cH:21][cH:22][cH:23]1)[c:24]1[cH:25][cH:26][cH:27][cH:28][cH:29]1. Starting materials: CN1N=CC(=C1C(NC1=CC=2N(C=C1)N=C(N2)C2=CC=CC=C2)=O)C(=O)O (1-methyl-5-(2-phenyl-[1,2,4]triazolo[1,5-a]pyridin-7-ylcarbamoyl)-1H-pyrazole-4-carboxylic acid), C(C)NCC (diethylamine), CCCP(=O)=O (propylphosphonic anhydride). Run in O1CCCC1 (tetrahydrofurane). Run at temperature 70 celsius, time 20 hour. Yields the product C(C)N(C(=O)C=1C=NN(C1C(=O)NC1=CC=2N(C=C1)N=C(N2)C2=CC=CC=C2)C)CC (N4,N4-diethyl-1-methyl-N5-(2-phenyl-[1,2,4]triazolo[1,5-a]pyridin-7-yl)-1H-pyrazole-4,5-dicarboxamide). The yield is 80.7%. RXN SMILES: [CH3:1][N:2]1[C:6]([C:7](=[O:24])[NH:8][C:9]2[CH:14]=[CH:13][N:12]3[N:15]=[C:16]([C:18]4[CH:23]=[CH:22][CH:21]=[CH:20][CH:19]=4)[N:17]=[C:11]3[CH:10]=2)=[C:5]([C:25]([OH:27])=O)[CH:4]=[N:3]1.[CH2:28]([NH:30][CH2:31][CH3:32])[CH3:29].CCCP(=O)=O>O1CCCC1>[CH2:28]([N:30]([CH2:31][CH3:32])[C:25]([C:5]1[CH:4]=[N:3][N:2]([CH3:1])[C:6]=1[C:7]([NH:8][C:9]1[CH:14]=[CH:13][N:12]2[N:15]=[C:16]([C:18]3[CH:23]=[CH:22][CH:21]=[CH:20][CH:19]=3)[N:17]=[C:11]2[CH:10]=1)=[O:24])=[O:27])[CH3:29]. Procedure: A mixture of 1-methyl-5-(2-phenyl-[1,2,4]triazolo[1,5-a]pyridin-7-ylcarbamoyl)-1H-pyrazole-4-carboxylic acid (100 mg, 276 μmol), diethylamine (142 μl, 1.38 mmol) and propylphosphonic anhydride (50% in ethyl acetate, 407 μl, 690 μmol) in tetrahydrofurane (7 ml) is stirred for 20 hours at 70° C. under nitrogen atmosphere. The solvent is evaporated and to the residue is added sat. aqueous sodium hydrogencarbonate solution. The mixture is stirred for 20 minutes while a white solid precipitates. The ... Starting materials: O=C1OCc2cc(Br)ccc21, C1CCOC1, COCCOC, C1CCOC1, C[Si](C)(C)[N-][Si](C)(C)C, Cl, [Li+], O=C1Cc2ccccc2N1, O. The product is O=C1Nc2ccccc2C1=C1OCc2cc(Br)ccc21. Reaction SMILES: [Br:26][c:27]1[cH:28][c:29]2[c:34]([cH:35][cH:36]1)[C:32](=[O:33])[O:31][CH2:30]2.[CH2:21]1[O:22][CH2:23][CH2:24][CH2:25]1.[CH2:38]([CH2:39][O:40][CH3:41])[O:42][CH3:43].[CH2:45]1[O:46][CH2:47][CH2:48][CH2:49]1.[CH3:12][Si:13]([N-:14][Si:15]([CH3:16])([CH3:17])[CH3:18])([CH3:19])[CH3:20].[ClH:37].[Li+:11].[NH:1]1[C:2](=[O:10])[CH2:3][c:4]2[cH:5][cH:6][cH:7][cH:8][c:9]21.[OH2:44]>>[NH:1]1[C:2](=[O:10])[C:3](=[C:32]2[O:31][CH2:30][c:29]3[cH:28][c:27]([Br:26])[cH:36][cH:35][c:34]32)[c:4]2[cH:5][cH:6][cH:7][cH:8][c:9]21. Reaction SMILES: [Br-:40].[CH2:41]([N+:42]([CH2:43][CH2:44][CH2:45][CH3:46])([CH2:47][CH2:48][CH2:49][CH3:50])[CH2:51][CH2:52][CH2:53][CH3:54])[CH2:55][CH2:56][CH3:57].[CH3:58][c:59]1[cH:60][cH:61][cH:62][cH:63][cH:64]1.[S:35]([Cl:36])([Cl:37])(=[O:38])=[O:39].[c:10]1([S:11][CH2:17][N:18]2[S:19](=[O:20])(=[O:21])[c:22]3[cH:23][c:24]([O:33][CH3:34])[cH:25][c:26]([CH:30]([CH3:31])[CH3:32])[c:27]3[C:28]2=[O:29])[cH:12][cH:13][cH:14][cH:15][cH:16]1.[c:1]1([S:2][CH2:3][Cl:9])[cH:4][cH:5][cH:6][cH:7][cH:8]1>>[Cl:9][CH2:17][N:18]1[S:19](=[O:20])(=[O:21])[c:22]2[cH:23][c:24]([O:33][CH3:34])[cH:25][c:26]([CH:30]([CH3:31])[CH3:32])[c:27]2[C:28]1=[O:29]. Reactants: [Br-], CCCC[N+](CCCC)(CCCC)CCCC, Cc1ccccc1, O=S(=O)(Cl)Cl, COc1cc(C(C)C)c2c(c1)S(=O)(=O)N(CSc1ccccc1)C2=O, ClCSc1ccccc1. The product is COc1cc(C(C)C)c2c(c1)S(=O)(=O)N(CCl)C2=O. The reactants are O=S(=O)(Cl)c1ccc(Br)cc1OC(F)(F)F, CN(C)c1nc(NC2CCC(NC(=O)OC(C)(C)C)CC2)nc2ccccc12, CCOC(C)=O, CCN(C(C)C)C(C)C, ClCCl, Cl. The product is CN(C)c1nc(NC2CCC(NS(=O)(=O)c3ccc(Br)cc3OC(F)(F)F)CC2)nc2ccccc12. Reaction SMILES: [Br:39][c:40]1[cH:41][c:42]([O:50][C:51]([F:52])([F:53])[F:54])[c:43]([S:46](=[O:47])(=[O:48])[Cl:49])[cH:44][cH:45]1.[C:1]([O:2][C:3](=[O:4])[NH:7][CH:8]1[CH2:9][CH2:10][CH:11]([NH:14][c:15]2[n:16][c:17]3[cH:18][cH:19][cH:20][cH:21][c:22]3[c:23]([N:25]([CH3:26])[CH3:27])[n:24]2)[CH2:12][CH2:13]1)([CH3:5])([CH3:6])[CH3:28].[CH3:55][CH2:56][O:57][C:58]([CH3:59])=[O:60].[CH:30]([N:31]([CH:32]([CH3:33])[CH3:34])[CH2:35][CH3:36])([CH3:37])[CH3:38].[Cl:61][CH2:62][Cl:63].[ClH:29]>>[NH:7]([CH:8]1[CH2:9][CH2:10][CH:11]([NH:14][c:15]2[n:16][c:17]3[cH:18][cH:19][cH:20][cH:21][c:22]3[c:23]([N:25]([CH3:26])[CH3:27])[n:24]2)[CH2:12][CH2:13]1)[S:46]([c:43]1[c:42]([O:50][C:51]([F:52])([F:53])[F:54])[cH:41][c:40]([Br:39])[cH:45][cH:44]1)(=[O:47])=[O:48]. Starting materials: C(C(=O)O)(=O)O.FC=1C=C(COC2=CC=C(OC3CCN(CC3)C(=O)OC=3C=NC=C(C3)COC(C)=O)C=C2)C=CC1 (5-[(acetoxy)methyl]pyridin-3-yl 4-{4-[(3-fluorobenzyl)oxy]phenoxy}piperidine-1-carboxylate oxalate), [OH-].[Na+] (sodium hydroxide), Cl (hydrochloric acid). Solvent: C1CCOC1 (THF). Conditions: temperature 65 celsius, time 3 hour. The product is FC=1C=C(COC2=CC=C(OC3CCN(CC3)C(=O)OC3CNCC(C3)CO)C=C2)C=CC1 (5-(hydroxymethyl)piperidin-3-yl 4-{4-[(3-fluorobenzyl)oxy]phenoxy}piperidine-1-carboxylate). Isolated yield 89.2%. RXN SMILES: [OH-].[Na+].C(O)(=O)C(O)=O.[F:9][C:10]1[CH:11]=[C:12]([CH:42]=[CH:43][CH:44]=1)[CH2:13][O:14][C:15]1[CH:41]=[CH:40][C:18]([O:19][CH:20]2[CH2:25][CH2:24][N:23]([C:26]([O:28][C:29]3[CH:30]=[N:31][CH:32]=[C:33]([CH2:35][O:36]C(=O)C)[CH:34]=3)=[O:27])[CH2:22][CH2:21]2)=[CH:17][CH:16]=1.Cl>C1COCC1>[F:9][C:10]1[CH:11]=[C:12]([CH:42]=[CH:43][CH:44]=1)[CH2:13][O:14][C:15]1[CH:16]=[CH:17][C:18]([O:19][CH:20]2[CH2:25][CH2:24][N:23]([C:26]([O:28][CH:29]3[CH2:34][CH:33]([CH2:35][OH:36])[CH2:32][NH:31][CH2:30]3)=[O:27])[CH2:22][CH2:21]2)=[CH:40][CH:41]=1 |f:0.1,2.3|. Reported procedure: An aqueous 1 M sodium hydroxide solution (7.65 ml) was added to a THF (20 ml) solution containing 5-[(acetoxy)methyl]pyridin-3-yl 4-{4-[(3-fluorobenzyl)oxy]phenoxy}piperidine-1-carboxylate oxalate (1.10 g), followed by stirring at 65° C. for 3 hours. The reaction liquid was neutralized with 1 M hydrochloric acid, followed by extraction with chloroform and drying over anhydrous magnesium sulfate. The solvent was evaporated under reduced pressure, and the residue was purified by silica gel column ...